Dataset: the Open Reaction Database (ORD), a public repository of structured organic reaction records. Task: describe an organic reaction: reactants, conditions, products, and yield Starting materials: C(C)(=O)OCC (ethyl acetate), O (water), FC1=CC(=C(C=C1)[N+](=O)[O-])OCCOC (4-Fluoro-2-(2-methoxy-ethoxy)-1-nitro-benzene), COC1=CC=C(CN)C=C1 (p-methoxybenzylamine). Yields the product COC1=CC=C(CNC2=CC(=C(C=C2)[N+](=O)[O-])OCCOC)C=C1 (N-(4-methoxybenzyl)3-(2-methoxyethoxy)-4-nitrobenzenamine). Solvent: CS(=O)C (dimethyl sulfoxide). As a reaction SMILES: F[C:2]1[CH:7]=[CH:6][C:5]([N+:8]([O-:10])=[O:9])=[C:4]([O:11][CH2:12][CH2:13][O:14][CH3:15])[CH:3]=1.[CH3:16][O:17][C:18]1[CH:25]=[CH:24][C:21]([CH2:22][NH2:23])=[CH:20][CH:19]=1.C(OCC)(=O)C.O>CS(C)=O>[CH3:16][O:17][C:18]1[CH:25]=[CH:24][C:21]([CH2:22][NH:23][C:2]2[CH:7]=[CH:6][C:5]([N+:8]([O-:10])=[O:9])=[C:4]([O:11][CH2:12][CH2:13][O:14][CH3:15])[CH:3]=2)=[CH:20][CH:19]=1. Procedure: To a solution of 2-methoxy-ethanol in 4 ml dry THF, was added tert-butoxide (378 mg, 3.37 mmol) at 0° C. The resulting mixture was added dropwise to the solution of 2,4-difluoro-1-nitro-benzene (536 mg, 3.37 mmol) in 5 ml dry THF at 0° C. The mixture was stirred at 0° C. for 30 minutes, then diluted with ethyl acetate and washed with brine. The organic layers were combined and concentrated in vacuo to give 4-Fluoro-2-(2-methoxy-ethoxy)-1-nitro-benzene. 4-Fluoro-2-(2-methoxy-ethoxy)-1-nitro-benze... Starting materials: C(Cl)(Cl)Cl.CO (CHCl3 MeOH), ClC=1C=CC(=C(C1)N1N=C(C=C1C#N)C(F)(F)F)OC (1-(5-chloro-2-methoxyphenyl)-3-(trifluoromethyl)-1H-pyrazole-5-carbonitrile), BH3-DMS, CCOCC (ether), Cl (HCl). Solvent: C1CCOC1 (THF). Reaction conditions: temperature 0 celsius. Product: Cl.ClC=1C=CC(=C(C1)N1N=C(C=C1CN)C(F)(F)F)OC ((1-(5-chloro-2-methoxyphenyl)-3-(trifluoromethyl)-1H-pyrazol-5-yl)methanamine hydrochloride). Isolated yield 74.0%. As a reaction SMILES: [Cl:1][C:2]1[CH:3]=[CH:4][C:5]([O:19][CH3:20])=[C:6]([N:8]2[C:12]([C:13]#[N:14])=[CH:11][C:10]([C:15]([F:18])([F:17])[F:16])=[N:9]2)[CH:7]=1.CCOCC.Cl.C(Cl)(Cl)Cl.CO>C1COCC1>[ClH:1].[Cl:1][C:2]1[CH:3]=[CH:4][C:5]([O:19][CH3:20])=[C:6]([N:8]2[C:12]([CH2:13][NH2:14])=[CH:11][C:10]([C:15]([F:16])([F:17])[F:18])=[N:9]2)[CH:7]=1 |f:3.4,6.7|. Procedure details: To a stirred solution of 1-(5-chloro-2-methoxyphenyl)-3-(trifluoromethyl)-1H-pyrazole-5-carbonitrile (3.09 g, 10.27 mmol, 1.0 eq) in THF (40 mL) was added BH3-DMS (2.30 g, 30.81 mmol, 3.0 eq) at 0° C. and heated to reflux for 1 h. The reaction mixture was cooled to 0° C. and quenched with 1N HCl and basified with 1N solution of NaOH to a pH of ˜10 and the mixture extracted with ethyl acetate (100 mL×2), dried (Na2SO4), the solvent evaporated to get a pale yellow oil. The oil was treated with eth... The reactants are ClC1=C(C=O)C=CC=C1 (2-chlorobenzaldehyde), NC1=CC(N(C(N1C)=O)C)=O (6-amino-1,3-dimethyl-2,4-dioxopyrimidine), CC=1N(C(=C(N1)C)C)C(COCC(CC(=O)OC)=O)C (methyl 4-[2-(2,4,5-trimethylimidazol-1-yl)propoxyl]3-oxobutanoate). Yields the product ClC1=C(C=CC=C1)C1C(=C(NC=2N(C(N(C(C21)=O)C)=O)C)COCC(C)N2C(=NC(=C2C)C)C)C(=O)OC (5-(2-Chlorophenyl)-6-methoxycarbonyl-1,3-dimethyl-7-[2-(2,4,5-trimethylimidazol-1-yl)-propoxymethyl]-1,2,3,4,5,8-hexahydro-2,4-dioxopyrido-[2,3-d]pyrimidine). Isolated yield 5.2%. RXN SMILES: [Cl:1][C:2]1[CH:9]=[CH:8][CH:7]=[CH:6][C:3]=1[CH:4]=O.[NH2:10][C:11]1[N:16]([CH3:17])[C:15](=[O:18])[N:14]([CH3:19])[C:13](=[O:20])[CH:12]=1.[CH3:21][C:22]1[N:23]([CH:29]([CH3:40])[CH2:30][O:31][CH2:32][C:33](=O)[CH2:34][C:35]([O:37][CH3:38])=[O:36])[C:24]([CH3:28])=[C:25]([CH3:27])[N:26]=1>>[Cl:1][C:2]1[CH:9]=[CH:8][CH:7]=[CH:6][C:3]=1[CH:4]1[C:12]2[C:13](=[O:20])[N:14]([CH3:19])[C:15](=[O:18])[N:16]([CH3:17])[C:11]=2[NH:10][C:33]([CH2:32][O:31][CH2:30][CH:29]([N:23]2[C:24]([CH3:28])=[C:25]([CH3:27])[N:26]=[C:22]2[CH3:21])[CH3:40])=[C:34]1[C:35]([O:37][CH3:38])=[O:36]. Procedure: The title compound (150 mg) was prepared from 2-chlorobenzaldehyde (747 mg), 6-amino-1,3-dimethyl-2,4-dioxopyrimidine (824 mg) and methyl 4-[2-(2,4,5-trimethylimidazol-1-yl)propoxyl]3-oxobutanoate (1.5 g) by the method of Example 1. M.p. 180°-182° C.